The task is: describe an organic reaction: reactants, conditions, products, and yield. This data is from the Open Reaction Database (ORD), a public repository of structured organic reaction records. Starting materials: CN(CCN(C)C(=O)OC(C)(C)C)C(=O)O[C@H](C(=O)N([C@@H](CC1=CNC=N1)C(=O)N[C@@H](CC1CCCCC1)[C@H](CCC(C)C)O)C)CC1=CC=CC=C1 (2(S)-[Nα -[2(S)-[N-methyl-N-{2-(N-t-butoxycarbonyl-N-methylamino)ethyl}aminocarbonyloxy]-3-phenylpropionyl]-Nα -methyl-L-histidyl]amino-1-cyclohexyl-3(S)-hydroxy-6-methylheptane). The solvent is FC(C(=O)O)(F)F (trifluoroacetic acid). Yields the product CN(CCNC)C(=O)O[C@H](C(=O)N([C@@H](CC1=CNC=N1)C(=O)N[C@@H](CC1CCCCC1)[C@H](CCC(C)C)O)C)CC1=CC=CC=C1 (2(S)-[Nα -[2(S)-{N-methyl-N-(2-methylaminoethyl)aminocarbonyloxy}-3-phenylpropionyl]-Nα -methyl-L-histidyl]amino-1-cyclohexyl-3(S)-hydroxy-6-methylheptane). Isolated yield 89.3%. RXN SMILES: [CH3:1][N:2]([C:14]([O:16][C@@H:17]([CH2:47][C:48]1[CH:53]=[CH:52][CH:51]=[CH:50][CH:49]=1)[C:18]([N:20]([CH3:46])[C@H:21]([C:28]([NH:30][C@H:31]([C@@H:39]([OH:45])[CH2:40][CH2:41][CH:42]([CH3:44])[CH3:43])[CH2:32][CH:33]1[CH2:38][CH2:37][CH2:36][CH2:35][CH2:34]1)=[O:29])[CH2:22][C:23]1[N:27]=[CH:26][NH:25][CH:24]=1)=[O:19])=[O:15])[CH2:3][CH2:4][N:5](C(OC(C)(C)C)=O)[CH3:6]>FC(F)(F)C(O)=O>[CH3:1][N:2]([C:14]([O:16][C@@H:17]([CH2:47][C:48]1[CH:49]=[CH:50][CH:51]=[CH:52][CH:53]=1)[C:18]([N:20]([CH3:46])[C@H:21]([C:28]([NH:30][C@H:31]([C@@H:39]([OH:45])[CH2:40][CH2:41][CH:42]([CH3:43])[CH3:44])[CH2:32][CH:33]1[CH2:38][CH2:37][CH2:36][CH2:35][CH2:34]1)=[O:29])[CH2:22][C:23]1[N:27]=[CH:26][NH:25][CH:24]=1)=[O:19])=[O:15])[CH2:3][CH2:4][NH:5][CH3:6]. Procedure: A solution of 2(S)-[Nα -[2(S)-[N-methyl-N-{2-(N-t-butoxycarbonyl-N-methylamino)ethyl}aminocarbonyloxy]-3-phenylpropionyl]-Nα -methyl-L-histidyl]amino-1-cyclohexyl-3(S)-hydroxy-6-methylheptane (114 mg) in trifluoroacetic acid (10 ml) was stirred at 0° C. for 1 hour. After evaporation of the solvent, the residue was dissolved in ethyl acetate (20 ml) and the solution was washed with 1 M sodium bicarbonate solution and water successively, and dried over magnesium sulfate. Evaporation of the solvent... Starting materials: [OH-].[Na+] (NaOH), COC1=CC=C2C(CC3(CCCCC3)OC2=C1)N (7-methoxyspiro[chroman-2,1′-cyclohexan]-4-amine), COC(=O)N1N=CC2=C(C=CC=C12)NC(=O)ON1C(CCC1=O)=O (4-(2,5-dioxo-pyrrolidin-1-yloxycarbonylamino)-indazole-1-carboxylic acid methyl ester), C(C)(C)N(CC)C(C)C (diisopropylethylamine). Run in O1CCCC1 (tetrahydrofuran), CN(C=O)C (N,N-dimethylformamide), O (H2O). Reaction conditions: time 3 hour. Product: N1N=CC2=C(C=CC=C12)NC(=O)NC1CC2(CCCCC2)OC2=CC(=CC=C12)OC (1-(1H-indazol-4-yl)-3-(7-methoxyspiro[chroman-2,1′-cyclohexane]-4-yl)urea). The yield is 83.5%. RXN SMILES: [CH3:1][O:2][C:3]1[CH:17]=[C:16]2[C:6]([CH:7]([NH2:18])[CH2:8][C:9]3([O:15]2)[CH2:14][CH2:13][CH2:12][CH2:11][CH2:10]3)=[CH:5][CH:4]=1.COC([N:23]1[C:31]2[C:26](=[C:27]([NH:32][C:33](ON3C(=O)CCC3=O)=[O:34])[CH:28]=[CH:29][CH:30]=2)[CH:25]=[N:24]1)=O.C(N(C(C)C)CC)(C)C.[OH-].[Na+]>CN(C)C=O.O.O1CCCC1>[NH:23]1[C:31]2[C:26](=[C:27]([NH:32][C:33]([NH:18][CH:7]3[C:6]4[C:16](=[CH:17][C:3]([O:2][CH3:1])=[CH:4][CH:5]=4)[O:15][C:9]4([CH2:14][CH2:13][CH2:12][CH2:11][CH2:10]4)[CH2:8]3)=[O:34])[CH:28]=[CH:29][CH:30]=2)[CH:25]=[N:24]1 |f:3.4|. Procedure details: The product of Example 16C (0.195 g) was stirred with the product of Example 1H (0.215 g, 0.647 mmol) and diisopropylethylamine (0.15 mL, 0.86 mmol) in 2 mL N,N-dimethylformamide at room temperature for 1 h. After this time, the mixture was diluted with H2O. The precipitate thus formed was collected by filtration, dissolved in methanol (2 mL) and tetrahydrofuran (0.5 mL), and treated with 1N aq NaOH (0.75 mL, 0.75 mmol). The mixture was stirred at room temperature for 3 h, and precipitated with ... Starting materials: Cl.NC1=CC=2CC3=C(NC(C=4N3C=CN4)=O)C2C=C1 (8-amino-5H,10H-imidazo[1,2-a]indeno[1,2-e]pyrazine-4-one hydrochloride), [N+](=O)([O-])C1=C(C=CC=C1)N=C=O (2-nitrophenyl isocyanate). Run in C(C)N(CC)CC (triethylamine). Reaction conditions: time 6 hour. Yields the product O.O.[N+](=O)([O-])C1=C(C=CC=C1)NC(NC1=CC=2CC3=C(NC(C=4N3C=CN4)=O)C2C=C1)=O (8-[3-(2-nitrophenyl)ureido]-5H,10H-imidazo[1,2-a]indeno[1,2-e]pyrazine-4-one dihydrate). Isolated yield 58.5%. RXN SMILES: Cl.[NH2:2][C:3]1[CH:19]=[CH:18][C:17]2[C:8]3[NH:9][C:10](=[O:16])[C:11]4[N:12]([CH:13]=[CH:14][N:15]=4)[C:7]=3[CH2:6][C:5]=2[CH:4]=1.[N+:20]([C:23]1[CH:28]=[CH:27][CH:26]=[CH:25][C:24]=1[N:29]=[C:30]=[O:31])([O-:22])=[O:21]>C(N(CC)CC)C>[OH2:16].[OH2:21].[N+:20]([C:23]1[CH:28]=[CH:27][CH:26]=[CH:25][C:24]=1[NH:29][C:30](=[O:31])[NH:2][C:3]1[CH:19]=[CH:18][C:17]2[C:8]3[NH:9][C:10](=[O:16])[C:11]4[N:12]([CH:13]=[CH:14][N:15]=4)[C:7]=3[CH2:6][C:5]=2[CH:4]=1)([O-:22])=[O:21] |f:0.1,4.5.6|. Procedure: The preparation is carried out in the same way as in Example 20, from 1.5 g of 8-amino-5H,10H-imidazo[1,2-a]indeno[1,2-e]pyrazine-4-one hydrochloride, 1.53 ml of triethylamine and 1.79 g of 2-nitrophenyl isocyanate. After reacting for 6 hours at a temperature in the region of 20° C., the insoluble material is filtered and washed with water and then with isopropyl ether. 0.7 g of 8-[3-(2-nitrophenyl)ureido]-5H,10H-imidazo[1,2-a]indeno[1,2-e]pyrazine-4-one dihydrate are thus obtained in the form o... Conditions: time 42 hour. Reactants: C(#N)CC(=O)OCC (ethyl cyanoacetate), ClC=1C=C(CN)C=CC1Cl (3,4-dichlorobenzylamine), C(C)O (ethanol). Run in CCOCC (ether). Reaction SMILES: [C:1]([CH2:3][C:4]([O:6]CC)=O)#[N:2].[Cl:9][C:10]1[CH:11]=[C:12]([CH:15]=[CH:16][C:17]=1[Cl:18])[CH2:13][NH2:14].C(O)C>CCOCC>[Cl:9][C:10]1[CH:11]=[C:12]([CH:15]=[CH:16][C:17]=1[Cl:18])[CH2:13][NH:14][C:4](=[O:6])[CH2:3][C:1]#[N:2]. The product is ClC=1C=C(CNC(CC#N)=O)C=CC1Cl (N-(3',4'-dichlorobenzyl)-2-cyanoacetamide). Reported procedure: A solution of 113.3 g. (1.002 moles) of ethyl cyanoacetate and 176.4 g. (1.002 moles) of 3,4-dichlorobenzylamine in 400 ml. of absolute ethanol is heated at reflux with stirring for 42 hours which upon cooling the entire solution solidifies. The latter is broken-up, slurried in ether, isolated by filtration and dried in vacuo to give 179.8 g. of product as a white solid, m.p. 144°-5° C. The yield is 79.9%. Product: CC1(CC(NC2=CC=C(C=C12)S(=O)(=O)N1CCOCC1)C1=CC(=CC=C1)N1CCOCC1)C (4,4-dimethyl-6-(morpholine-4-sulfonyl)-2-(3-morpholin-4-yl-phenyl)-1,2,3,4-tetrahydro-quinoline). Reactants: BrC=1C=C(C=CC1)C1NC2=CC=C(C=C2C(C1)(C)C)S(=O)(=O)N1CCOCC1 (2-(3-bromo-phenyl)-4,4-dimethyl-6-(morpholine-4-sulfonyl)-1,2,3,4-tetrahydro-quinoline), C([O-])([O-])=O.[K+].[K+] (potassium carbonate), N1CCOCC1 (morpholine), Cl.CN(CC(=O)O)C (N,N-dimethylglycine hydrochloride). Procedure details: The mixture solution of 2-(3-bromo-phenyl)-4,4-dimethyl-6-(morpholine-4-sulfonyl)-1,2,3,4-tetrahydro-quinoline (150 mg, 0.33 mmol), copper(I) iodide (20 mg, 0.1 mmol), morpholine (1.3 mL, 14.7 mmol), N,N-dimethylglycine hydrochloride (34.0 mg, 0.24 mmol) and potassium carbonate (110 mg, 1.0 mmol) in dimethyl sulfoxide (2.0 mL). was stirred at 120° C. for 16 h. Then the reaction mixture was cooled to room temperature and extracted with ethyl acetate (70 mL×2), washed with water (30 mL×3) and satu... The reagents and catalysts are [Cu]I (copper(I) iodide). As a reaction SMILES: Br[C:2]1[CH:3]=[C:4]([CH:8]2[CH2:17][C:16]([CH3:19])([CH3:18])[C:15]3[C:10](=[CH:11][CH:12]=[C:13]([S:20]([N:23]4[CH2:28][CH2:27][O:26][CH2:25][CH2:24]4)(=[O:22])=[O:21])[CH:14]=3)[NH:9]2)[CH:5]=[CH:6][CH:7]=1.[NH:29]1[CH2:34][CH2:33][O:32][CH2:31][CH2:30]1.Cl.CN(C)CC(O)=O.C(=O)([O-])[O-].[K+].[K+]>CS(C)=O.[Cu]I>[CH3:18][C:16]1([CH3:19])[C:15]2[C:10](=[CH:11][CH:12]=[C:13]([S:20]([N:23]3[CH2:28][CH2:27][O:26][CH2:25][CH2:24]3)(=[O:22])=[O:21])[CH:14]=2)[NH:9][CH:8]([C:4]2[CH:5]=[CH:6][CH:7]=[C:2]([N:29]3[CH2:34][CH2:33][O:32][CH2:31][CH2:30]3)[CH:3]=2)[CH2:17]1 |f:2.3,4.5.6|. Run at temperature 120 celsius, time 16 hour. The solvent is CS(=O)C (dimethyl sulfoxide). The reactants are O (water), OC1C(N(CC1)CC(=O)O)=O ((R/S)-2-(3-hydroxy-2-oxo-1-pyrrolidinyl)acetic acid), C[C@@H]1N([C@@H](CCC1)C)CCN (cis-2-(2,6-dimethyl-1-piperidinyl)ethylamine), C1(CCCCC1)N=C=NC1CCCCC1 (dicyclohexylcarbodiimide). Run in CN(C=O)C (dimethylformamide), CN(C=O)C (dimethylformamide). Conditions: time 4 day. Product: C[C@@H]1N([C@@H](CCC1)C)CCNC(CN1C(C(CC1)O)=O)=O ((R/S)-cis-N-[2-(2,6-dimethyl-1-piperidinyl)ethyl]-2-(3-hydroxy-2-oxo-1-pyrrolidinyl)acetamide). RXN SMILES: C1(N=C=NC2CCCCC2)CCCCC1.[OH:16][CH:17]1[CH2:21][CH2:20][N:19]([CH2:22][C:23]([OH:25])=O)[C:18]1=[O:26].[CH3:27][C@H:28]1[CH2:33][CH2:32][CH2:31][C@@H:30]([CH3:34])[N:29]1[CH2:35][CH2:36][NH2:37].O>CN(C)C=O>[CH3:27][C@H:28]1[CH2:33][CH2:32][CH2:31][C@@H:30]([CH3:34])[N:29]1[CH2:35][CH2:36][NH:37][C:23](=[O:25])[CH2:22][N:19]1[CH2:20][CH2:21][CH:17]([OH:16])[C:18]1=[O:26]. Reported procedure: 1.30 g of dicyclohexylcarbodiimide dissolved in 6 ml of dimethylformamide are added dropwise at 0° to 1.0 g of (R/S)-2-(3-hydroxy-2-oxo-1-pyrrolidinyl)acetic acid and 1.03 g of 94.7% cis-2-(2,6-dimethyl-1-piperidinyl)ethylamine dissolved in 20 ml of dimethylformamide. The mixture is left to stirred at room temperature for 4 days, treated with 0.23 of ion-free water and evaporated in a water-jet vacuum. The residue is treated five times with toluene and is each case again evaporated. The constitu...